From a dataset of the Open Reaction Database (ORD), a public repository of structured organic reaction records. describe an organic reaction: reactants, conditions, products, and yield The reactants are O=Cc1ccc(Cl)cc1Cc1ccccc1, [H-], [H][H], [Na+], C1CCOC1, CCC(C#N)(CC)O[PH](=O)[O-]. The product is N#CC=Cc1ccc(Cl)cc1Cc1ccccc1. Reaction SMILES: [CH2:16]([c:17]1[cH:18][cH:19][cH:20][cH:21][cH:22]1)[c:23]1[c:24]([CH:25]=[O:26])[cH:27][cH:28][c:29]([Cl:31])[cH:30]1.[H-:1].[H:14][H:15].[Na+:2].[O:32]1[CH2:33][CH2:34][CH2:35][CH2:36]1.[PH:3](=[O:4])([O-:8])[O:9][C:5]([C:6]#[N:7])([CH2:10][CH3:11])[CH2:12][CH3:13]>>[CH:5]([C:6]#[N:7])=[CH:25][c:24]1[c:23]([CH2:16][c:17]2[cH:18][cH:19][cH:20][cH:21][cH:22]2)[cH:30][c:29]([Cl:31])[cH:28][cH:27]1. Reactants: [BH4-], COc1cc(C=O)cc(OC)c1OC, CC(=O)O, Nc1ccc2c(c1)N1CCCN=C1S2, [NH4+], [Na+], [OH-], O. Product: COc1cc(CNc2ccc3c(c2)N2CCCN=C2S3)cc(OC)c1OC. RXN SMILES: [BH4-:29].[CH3:15][O:16][c:17]1[cH:18][c:19]([CH:20]=[O:21])[cH:22][c:23]([O:27][CH3:28])[c:24]1[O:25][CH3:26].[CH3:34][C:35](=[O:36])[OH:37].[N:1]1=[C:6]2[N:5]([CH2:4][CH2:3][CH2:2]1)[c:9]1[c:8]([cH:13][cH:12][c:11]([NH2:14])[cH:10]1)[S:7]2.[NH4+:31].[Na+:30].[OH-:32].[OH2:33]>>[N:1]1=[C:6]2[N:5]([CH2:4][CH2:3][CH2:2]1)[c:9]1[c:8]([cH:13][cH:12][c:11]([NH:14][CH2:20][c:19]3[cH:18][c:17]([O:16][CH3:15])[c:24]([O:25][CH3:26])[c:23]([O:27][CH3:28])[cH:22]3)[cH:10]1)[S:7]2. Reactants: O=C([O-])[O-], CC(=O)CC(C)C, O=C1NCCN1CCCl, Cn1nnc(-c2ccc3c(c2)c(C2=CCNCC2)cn3-c2ccc(F)cc2)n1, [I-], [K+], [K+], [K+]. Yields the product Cn1nnc(-c2ccc3c(c2)c(C2=CCN(CCN4CCNC4=O)CC2)cn3-c2ccc(F)cc2)n1. As a reaction SMILES: [C:38](=[O:39])([O-:40])[O-:41].[CH2:46]([C:47]([CH3:48])=[O:49])[CH:50]([CH3:51])[CH3:52].[Cl:29][CH2:30][CH2:31][N:32]1[C:33](=[O:37])[NH:34][CH2:35][CH2:36]1.[F:1][c:2]1[cH:3][cH:4][c:5](-[n:8]2[cH:9][c:10]([C:23]3=[CH:28][CH2:27][NH:26][CH2:25][CH2:24]3)[c:11]3[cH:12][c:13](-[c:17]4[n:18][n:19][n:20]([CH3:22])[n:21]4)[cH:14][cH:15][c:16]23)[cH:6][cH:7]1.[I-:45].[K+:42].[K+:43].[K+:44]>>[F:1][c:2]1[cH:3][cH:4][c:5](-[n:8]2[cH:9][c:10]([C:23]3=[CH:28][CH2:27][N:26]([CH2:30][CH2:31][N:32]4[C:33](=[O:37])[NH:34][CH2:35][CH2:36]4)[CH2:25][CH2:24]3)[c:11]3[cH:12][c:13](-[c:17]4[n:18][n:19][n:20]([CH3:22])[n:21]4)[cH:14][cH:15][c:16]23)[cH:6][cH:7]1. Reactants: CN(Cc1ccc(C(F)(F)F)c(F)c1)C1CN(Cc2ccccc2)CC1c1cccc(Cl)c1, CC#N, O=C(Cl)OCC(Cl)(Cl)Cl. Product: CN(Cc1ccc(C(F)(F)F)c(F)c1)C1CNCC1c1cccc(Cl)c1. As a reaction SMILES: [CH2:1]([c:2]1[cH:3][cH:4][cH:5][cH:6][cH:7]1)[N:8]1[CH2:9][CH:10]([N:20]([CH3:21])[CH2:22][c:23]2[cH:24][c:25]([F:33])[c:26]([C:29]([F:30])([F:31])[F:32])[cH:27][cH:28]2)[CH:11]([c:13]2[cH:14][c:15]([Cl:19])[cH:16][cH:17][cH:18]2)[CH2:12]1.[CH3:43][C:44]#[N:45].[Cl:34][C:35]([O:36][CH2:37][C:38]([Cl:39])([Cl:40])[Cl:41])=[O:42]>>[NH:8]1[CH2:9][CH:10]([N:20]([CH3:21])[CH2:22][c:23]2[cH:24][c:25]([F:33])[c:26]([C:29]([F:30])([F:31])[F:32])[cH:27][cH:28]2)[CH:11]([c:13]2[cH:14][c:15]([Cl:19])[cH:16][cH:17][cH:18]2)[CH2:12]1. The reactants are CN, CCO, O=C(Nc1ccc(F)c(C(F)(F)F)c1)c1cncc2cc(Oc3cc(Cl)ncn3)ccc12. Yields the product CNc1cc(Oc2ccc3c(C(=O)Nc4ccc(F)c(C(F)(F)F)c4)cncc3c2)ncn1. As a reaction SMILES: [CH3:33][NH2:34].[CH3:35][CH2:36][OH:37].[F:1][c:2]1[c:3]([C:29]([F:30])([F:31])[F:32])[cH:4][c:5]([NH:8][C:9](=[O:10])[c:11]2[cH:12][n:13][cH:14][c:15]3[cH:16][c:17]([O:21][c:22]4[n:23][cH:24][n:25][c:26]([Cl:28])[cH:27]4)[cH:18][cH:19][c:20]23)[cH:6][cH:7]1>>[F:1][c:2]1[c:3]([C:29]([F:30])([F:31])[F:32])[cH:4][c:5]([NH:8][C:9](=[O:10])[c:11]2[cH:12][n:13][cH:14][c:15]3[cH:16][c:17]([O:21][c:22]4[n:23][cH:24][n:25][c:26]([NH:34][CH3:33])[cH:27]4)[cH:18][cH:19][c:20]23)[cH:6][cH:7]1. The reactants are BrC(Br)(Br)Br, CCOCC, OCCCCOCc1cc(Br)ccc1F, c1ccc(P(c2ccccc2)c2ccccc2)cc1. The product is Fc1ccc(Br)cc1COCCCCBr. As a reaction SMILES: [C:35]([Br:36])([Br:37])([Br:38])[Br:39].[CH3:40][CH2:41][O:42][CH2:43][CH3:44].[F:1][c:2]1[c:3]([CH2:4][O:5][CH2:6][CH2:7][CH2:8][CH2:9][OH:10])[cH:11][c:12]([Br:15])[cH:13][cH:14]1.[c:16]1([P:17]([c:18]2[cH:19][cH:20][cH:21][cH:22][cH:23]2)[c:24]2[cH:25][cH:26][cH:27][cH:28][cH:29]2)[cH:30][cH:31][cH:32][cH:33][cH:34]1>>[F:1][c:2]1[c:3]([CH2:4][O:5][CH2:6][CH2:7][CH2:8][CH2:9][Br:36])[cH:11][c:12]([Br:15])[cH:13][cH:14]1. The reactants are COC(=O)c1c(C)c(=O)c2ccc(Cl)cc2n1-c1ccccc1, CCOC(C)=O, [Na+], C1COCCO1, [OH-]. Product: Cc1c(C(=O)O)n(-c2ccccc2)c2cc(Cl)ccc2c1=O. RXN SMILES: [CH3:1][O:2][C:3](=[O:4])[c:5]1[n:6](-[c:18]2[cH:19][cH:20][cH:21][cH:22][cH:23]2)[c:7]2[cH:8][c:9]([Cl:17])[cH:10][cH:11][c:12]2[c:13](=[O:16])[c:14]1[CH3:15].[CH3:32][CH2:33][O:34][C:35](=[O:36])[CH3:37].[Na+:25].[O:26]1[CH2:27][CH2:28][O:29][CH2:30][CH2:31]1.[OH-:24]>>[O:2]=[C:3]([OH:4])[c:5]1[n:6](-[c:18]2[cH:19][cH:20][cH:21][cH:22][cH:23]2)[c:7]2[cH:8][c:9]([Cl:17])[cH:10][cH:11][c:12]2[c:13](=[O:16])[c:14]1[CH3:15]. Starting materials: COc1ccc([N+](=O)[O-])c(N(C)C(=O)OC(C)(C)C)c1, Cc1ccccc1, [H][H]. The product is COc1ccc(N)c(N(C)C(=O)OC(C)(C)C)c1. Reaction SMILES: [C:1]([CH3:2])([CH3:3])([CH3:4])[O:5][C:6]([N:7]([CH3:8])[c:9]1[c:10]([N+:17]([O-:18])=[O:19])[cH:11][cH:12][c:13]([O:15][CH3:16])[cH:14]1)=[O:20].[CH3:23][c:24]1[cH:25][cH:26][cH:27][cH:28][cH:29]1.[H:21][H:22]>>[C:1]([CH3:2])([CH3:3])([CH3:4])[O:5][C:6]([N:7]([CH3:8])[c:9]1[c:10]([NH2:17])[cH:11][cH:12][c:13]([O:15][CH3:16])[cH:14]1)=[O:20]. Starting materials: O=C(Cl)CCCl, Nc1cccc([N+](=O)[O-])c1, c1ccccc1. Product: O=C(CCCl)Nc1cccc([N+](=O)[O-])c1. Reaction SMILES: [Cl:11][CH2:12][CH2:13][C:14](=[O:15])[Cl:16].[N+:1](=[O:2])([O-:3])[c:4]1[cH:5][c:6]([NH2:7])[cH:8][cH:9][cH:10]1.[cH:17]1[cH:18][cH:19][cH:20][cH:21][cH:22]1>>[N+:1](=[O:2])([O-:3])[c:4]1[cH:5][c:6]([NH:7][C:14]([CH2:13][CH2:12][Cl:11])=[O:15])[cH:8][cH:9][cH:10]1. The reactants are [Cl-].[Al+3].[Cl-].[Cl-] (aluminum chloride), O (water), S(=O)(Cl)Cl (thionyl chloride), C(C)(=O)N1CCC(CC1)(C(=O)O)C1=C(C=CC=C1)SC1=CC=C(C=C1)F (1-acetyl-4-[2-(4-fluorophenylthio)phenyl]piperidine-4-carboxylic acid). The solvent is C(Cl)(Cl)Cl (chloroform), C(Cl)Cl (methylene chloride), C(Cl)Cl (methylene chloride). Run at time 155 minute. The product is C(C)(=O)N1CCC2(CC1)C(C1=C(SC3=C2C=CC=C3)C=CC(=C1)F)=O (1'-acetyl-2-fluoro-10,11-dihydro-11-oxospiro[dibenz(b,f)thiepin-10,4'-piperidine]). As a reaction SMILES: S(Cl)(Cl)=O.[C:5]([N:8]1[CH2:13][CH2:12][C:11]([C:17]2[CH:22]=[CH:21][CH:20]=[CH:19][C:18]=2[S:23][C:24]2[CH:29]=[CH:28][C:27]([F:30])=[CH:26][CH:25]=2)([C:14]([OH:16])=O)[CH2:10][CH2:9]1)(=[O:7])[CH3:6].[Cl-].[Al+3].[Cl-].[Cl-].O>C(Cl)Cl.C(Cl)(Cl)Cl>[C:5]([N:8]1[CH2:13][CH2:12][C:11]2([C:17]3[CH:22]=[CH:21][CH:20]=[CH:19][C:18]=3[S:23][C:24]3[CH:29]=[CH:28][C:27]([F:30])=[CH:26][C:25]=3[C:14]2=[O:16])[CH2:10][CH2:9]1)(=[O:7])[CH3:6] |f:2.3.4.5|. Procedure details: 0.13 ml of freshly distilled thionyl chloride are added to a mixture of 0.3 g of 1-acetyl-4-[2-(4-fluorophenylthio)phenyl]piperidine-4-carboxylic acid in 3 ml of methylene chloride. The mixture is stirred for 155 minutes before being diluted with 7.5 ml of methylene chloride. The reaction solution is added dropwise to 0.17 g of aluminum chloride. Thereafter, the reaction is stirred for 15 minutes and then refluxed for three hours. The refluxed mixture is stirred for 72 hours before the sequentia...